Dataset: the Open Reaction Database (ORD), a public repository of structured organic reaction records. Task: describe an organic reaction: reactants, conditions, products, and yield Reactants: NC1=CC(=NC=C1)C(=O)C1=CN(C2=C1C=NC=C2)C(CO[Si](C)(C)C(C)(C)C)C ((4-aminopyridin-2-yl)[1-(2-{[tert-butyl(dimethyl)silyl]oxy}-1-methylethyl)-1H-pyrrolo[3,2-c]pyridin-3-yl]methanone), FC(C=1C=C(C=CC1)CC(=O)O)(F)F (3-trifluoromethylphenylacetic acid). Run at time 18 hour. The product is OCC(C)N1C=C(C=2C=NC=CC21)C(=O)C2=NC=CC(=C2)NC(CC2=CC(=CC=C2)C(F)(F)F)=O (N-(2-{[1-(1-hydroxypropan-2-yl)-1H-pyrrolo[3,2-c]pyridin-3-yl]carbonyl}pyridin-4-yl)-2-[3-(trifluoromethyl)phenyl]acetamide). RXN SMILES: [NH2:1][C:2]1[CH:7]=[CH:6][N:5]=[C:4]([C:8]([C:10]2[C:14]3[CH:15]=[N:16][CH:17]=[CH:18][C:13]=3[N:12]([CH:19]([CH3:29])[CH2:20][O:21][Si](C(C)(C)C)(C)C)[CH:11]=2)=[O:9])[CH:3]=1.[F:30][C:31]([F:43])([F:42])[C:32]1[CH:33]=[C:34]([CH2:38][C:39](O)=[O:40])[CH:35]=[CH:36][CH:37]=1>>[OH:21][CH2:20][CH:19]([N:12]1[C:13]2[CH:18]=[CH:17][N:16]=[CH:15][C:14]=2[C:10]([C:8]([C:4]2[CH:3]=[C:2]([NH:1][C:39](=[O:40])[CH2:38][C:34]3[CH:35]=[CH:36][CH:37]=[C:32]([C:31]([F:42])([F:30])[F:43])[CH:33]=3)[CH:7]=[CH:6][N:5]=2)=[O:9])=[CH:11]1)[CH3:29]. Procedure: Prepared according to method described for Method 1 (Example 19) using (4-aminopyridin-2-yl)[1-(2-{[tert-butyl(dimethyl)silyl]oxy}-1-methylethyl)-1H-pyrrolo[3,2-c]pyridin-3-yl]methanone (Enantiomer 1, Preparation 30) and 3-trifluoromethylphenylacetic acid. The residue was partitioned between EtOAc and saturated aqueous NaHCO3 solution, the organic layer collected, washed with brine, dried over sodium sulphate and concentrated in vacuo. The residue was dissolved in THF and 10% HCl in dioxane was ... Starting materials: C(C(=O)C)(=O)OCC(Cl)(Cl)Cl (Trichloroethyl pyruvate), BrBr (bromine), C(=O)=O (carbon dioxide). The solvent is O (water). Product: BrCC(C(=O)OCC(Cl)(Cl)Cl)=O (trichloroethyl bromopyruvate). Yield: 354.9%. Reaction SMILES: [C:1]([O:6][CH2:7][C:8]([Cl:11])([Cl:10])[Cl:9])(=[O:5])[C:2]([CH3:4])=[O:3].[Br:12]Br.C(=O)=O>O>[Br:12][CH2:4][C:2](=[O:3])[C:1]([O:6][CH2:7][C:8]([Cl:9])([Cl:10])[Cl:11])=[O:5]. Procedure: Trichloroethyl pyruvate (3.7 g, 1.7 mmole) is heated to 65° and 1.1 ml (17 mmole) of bromine is added dropwise over 1 hour. A stream of carbon dioxide is passed through the reaction mixture during the addition to remove the HBr formed in the reaction. The mixture is cooled to room temperature, diluted with water and extracted with ethyl acetate. The extract is dried over MgSO4, evaporated and distilled in vacuum to give 1.8 g of trichloroethyl bromopyruvate, bp 74°-77° (0.01 mm). The reactants are [H-].[Al+3].[Li+].[H-].[H-].[H-] (Lithium aluminum hydride), FC1=CC=C(C=C1)C1=CC=C(C=C1)S(=O)(=O)Cl (4'-fluorobiphenyl-4-sulfonylchloride). Solvent: O1CCCC1 (tetrahydrofuran). Run at time 30 minute. The product is FC1=CC=C(C=C1)C1=CC=C(C=C1)S (4'-Fluorobiphenyl-4-thiol). Yield: 68.5%. Reaction SMILES: [H-].[Al+3].[Li+].[H-].[H-].[H-].[F:7][C:8]1[CH:13]=[CH:12][C:11]([C:14]2[CH:19]=[CH:18][C:17]([S:20](Cl)(=O)=O)=[CH:16][CH:15]=2)=[CH:10][CH:9]=1>O1CCCC1>[F:7][C:8]1[CH:9]=[CH:10][C:11]([C:14]2[CH:19]=[CH:18][C:17]([SH:20])=[CH:16][CH:15]=2)=[CH:12][CH:13]=1 |f:0.1.2.3.4.5|. Reported procedure: Lithium aluminum hydride (0.95 grams, 25 mmole) was added in portions to a stirred solution of 4'-fluorobiphenyl-4-sulfonylchloride (2.7 grams, 10 mmole) in tetrahydrofuran (75 mL). The resulting mixture was heated at reflux for 4 hours, cooled in an ice bath and quenched by addition of 10% aqueous sulfuric acid solution (100 mL). After stirring for 30 minutes, the mixture was filtered through Celite™ and the tetrahydrofuran was removed under vacuum. The residue was diluted with water and extrac... Starting materials: C([O-])(O)=O.[Na+] (sodium bicarbonate), C(C)(C)(C)N(N)C(C1=CC=CC=C1)=O (N'-t-butyl-N'-benzoylhydrazine), C(C1=CC=CC=C1)(=O)C(=O)O (benzoyl formic acid), CS(=O)(=O)Cl (methanesulfonyl chloride). The solvent is C1(=CC=CC=C1)C (toluene), C(C)N(CC)CC (Triethylamine), C1(=CC=CC=C1)C (toluene). Conditions: time 1 hour. Yields the product C(C)(C)(C)N(NC(C1C(C=CC=C1)=C=O)=O)C(C1=CC=CC=C1)=O (N'-t-butyl-N'-benzoyl-carbonyl-N-benzoylhydrazine). Yield: 70.0%. Reaction SMILES: [C:1]([N:5]([C:7](=[O:14])[C:8]1[CH:13]=[CH:12][CH:11]=[CH:10][CH:9]=1)[NH2:6])([CH3:4])([CH3:3])[CH3:2].[C:15](C(O)=O)(=[O:22])[C:16]1[CH:21]=[CH:20][CH:19]=[CH:18][CH:17]=1.CS(Cl)(=O)=O.[C:31](=O)(O)[O-:32].[Na+]>C1(C)C=CC=CC=1.C(N(CC)CC)C>[C:1]([N:5]([C:7](=[O:14])[C:8]1[CH:9]=[CH:10][CH:11]=[CH:12][CH:13]=1)[NH:6][C:31](=[O:32])[CH:21]1[CH:20]=[CH:19][CH:18]=[CH:17][C:16]1=[C:15]=[O:22])([CH3:4])([CH3:2])[CH3:3] |f:3.4|. Reported procedure: N'-t-butyl-N'-benzoylhydrazine (1 g), benzoyl formic acid (0.7 g) and methanesulfonyl chloride (0.7 g) were stirred in toluene (30 ml) and saturated sodium bicarbonate (10 ml) at approximately 5° C. Triethylamine was added slowly, dropwise to the reaction mixture and stirred 1 hour at room temperature. After stirring for 1 hour, the reaction mixture was diluted with toluene (25 ml) and washed with water several times. The organic layers were dried over magnesium sulfate, filtered and the toluene... Reactants: ClC1=NC2=CC(=CC(=C2C(=C1C)Cl)F)F (2,4-dichloro-5,7-difluoro-3-methylquinoline), C([O-])([O-])=O.[K+].[K+] (potassium carbonate), CC1=NC=CC=C1B1OC(C(O1)(C)C)(C)C (2-methyl-3-(4,4,5,5-tetramethyl-1,3,2-dioxaborolan-2-yl)pyridine), palladium tetrakistriphenylphosphine. Run in C1(=CC=CC=C1)C (toluene). Yields the product ClC1=C(C(=NC2=CC(=CC(=C12)F)F)C=1C=NC(=CC1)N1CCCCC1)C (4-chloro-5,7-difluoro-3-methyl-2-(6-(piperidin-1-yl)pyridin-3-yl)quinoline). RXN SMILES: Cl[C:2]1[C:11]([CH3:12])=[C:10]([Cl:13])[C:9]2[C:4](=[CH:5][C:6]([F:15])=[CH:7][C:8]=2[F:14])[N:3]=1.C[C:17]1[C:22](B2OC(C)(C)C(C)(C)O2)=[CH:21][CH:20]=[CH:19][N:18]=1.C(=O)([O-])[O-].[K+].[K+]>C1(C)C=CC=CC=1>[Cl:13][C:10]1[C:9]2[C:4](=[CH:5][C:6]([F:15])=[CH:7][C:8]=2[F:14])[N:3]=[C:2]([C:11]2[CH:2]=[N:3][C:4]([N:18]3[CH2:17][CH2:22][CH2:21][CH2:20][CH2:19]3)=[CH:9][CH:10]=2)[C:11]=1[CH3:12] |f:2.3.4|. Procedure details: The Suzuki coupled product was prepared according to Procedure F using 2,4-dichloro-5,7-difluoro-3-methylquinoline (0.50 g, 2.02 mmol), 2-methyl-3-(4,4,5,5-tetramethyl-1,3,2-dioxaborolan-2-yl)pyridine (0.442 g, 2.02 mmol), palladium tetrakistriphenylphosphine (0.23 g, 0.20 mmol), potassium carbonate (0.56 g, 4.03 mmol) in toluene (4 mL) at 100° C. for 18 h to give 4-chloro-5,7-difluoro-3-methyl-2-(6-(piperidin-1-yl)pyridin-3-yl)quinoline as a white solid. Mass Spectrum (ESI) m/e=305.0 (M+1).